Dataset: the Open Reaction Database (ORD), a public repository of structured organic reaction records. Task: describe an organic reaction: reactants, conditions, products, and yield RXN SMILES: [Br:1][C:2]1[CH:3]=[C:4]2[C:9](=[CH:10][CH:11]=1)[N:8]=[C:7]([Cl:12])[C:6]([CH2:13]O)=[CH:5]2.C(Cl)[Cl:16].S(Cl)(Cl)=O>>[Br:1][C:2]1[CH:3]=[C:4]2[C:9](=[CH:10][CH:11]=1)[N:8]=[C:7]([Cl:12])[C:6]([CH2:13][Cl:16])=[CH:5]2. Run at time 2.5 hour. Starting materials: BrC=1C=C2C=C(C(=NC2=CC1)Cl)CO ((6-Bromo-2-chloroquinolin-3-yl)methanol), C(Cl)Cl (DCM), S(=O)(Cl)Cl (thionyl chloride). Procedure: To a suspension of 5-bromo-3-formylpyridine (1.25 g, 6.72 mmol) in EtOH/H2O (6/1, 17.8 mL) was added cyclohexenylboronic acid (1.02 g, 8.06 mmol) and potassium acetate (1.65 g, 16.8 mmol). The solution was degassed three times and dichlorobis(4-(di-tert-butylphosphino)-N,N-dimethylaniline)palladium (II) (0.084 g, 0.13 mmol) was added. The reaction was stirred at 80° C. for 18 h, and cooled to RT. The reaction mixture was concentrated, then triturated in EtOH and filtered. The filtrate was dilute... The product is BrC=1C=C2C=C(C(=NC2=CC1)Cl)CCl (6-bromo-2-chloro-3-(chloromethyl)quinoline). Reactants: C(C)(=O)NCC1=NN=C(S1)S (5-acetamidomethyl-1,3,4-thiadiazole-2-thiol), Cl (hydrochloric acid). The product is Cl.NCC1=NN=C(S1)S (5-aminomethyl-1,3,4-thiadiazole-2-thiol hydrochloride). RXN SMILES: C([NH:4][CH2:5][C:6]1[S:10][C:9]([SH:11])=[N:8][N:7]=1)(=O)C.[ClH:12]>>[ClH:12].[NH2:4][CH2:5][C:6]1[S:10][C:9]([SH:11])=[N:8][N:7]=1 |f:2.3|. Reported procedure: Thus obtained 5-acetamidomethyl-1,3,4-thiadiazole-2-thiol (44 g) was suspended in 6 N hydrochloric acid (400 ml) and the mixture was heated to reflux for 2 hours. The reaction mixture was allowed to cool, and the precipitates were collected by filtration and washed with ethanol to give 5-aminomethyl-1,3,4-thiadiazole-2-thiol hydrochloride (28.3 g). m.p. 213° to 217° C. The mother liquid obtained above was concentrated under reduced pressure and the residue was washed with ether to give the same ... Starting materials: ClC=1C2=C(N=CN1)SC(=C2C2=CC=C(C=C2)F)Cl (4,6-dichloro-5-(4-fluorophenyl)thieno[2,3-d]pyrimidine), FC=1C=C(CN2CCC(CC2)N)C=C(C1)F (1-(3,5-difluorobenzyl)piperidin-4-amine). The product is FC=1C=C(CN2CCC(CC2)NC=2C3=C(N=CN2)SC(=C3C3=CC=C(C=C3)F)Cl)C=C(C1)F (N-(1-(3,5-Difluorobenzyl)piperidin-4-yl)-6-chloro-5-(4-fluorophenyl)thieno[2,3-d]pyrimidin-4-amine). As a reaction SMILES: Cl[C:2]1[C:3]2[C:10]([C:11]3[CH:16]=[CH:15][C:14]([F:17])=[CH:13][CH:12]=3)=[C:9]([Cl:18])[S:8][C:4]=2[N:5]=[CH:6][N:7]=1.[F:19][C:20]1[CH:21]=[C:22]([CH:31]=[C:32]([F:34])[CH:33]=1)[CH2:23][N:24]1[CH2:29][CH2:28][CH:27]([NH2:30])[CH2:26][CH2:25]1>>[F:19][C:20]1[CH:21]=[C:22]([CH:31]=[C:32]([F:34])[CH:33]=1)[CH2:23][N:24]1[CH2:25][CH2:26][CH:27]([NH:30][C:2]2[C:3]3[C:10]([C:11]4[CH:16]=[CH:15][C:14]([F:17])=[CH:13][CH:12]=4)=[C:9]([Cl:18])[S:8][C:4]=3[N:5]=[CH:6][N:7]=2)[CH2:28][CH2:29]1. Reported procedure: The title compound was prepared (140 mg, 49%) from 4,6-dichloro-5-(4-fluorophenyl)thieno[2,3-d]pyrimidine (175 mg, 0.59 mmol) and 1-(3,5-difluorobenzyl)piperidin-4-amine (170 mg, 0.7 mmol) by following the general procedure described for Preparation 6. 1H NMR (400 MHz, CDCl3): δ 8.45 (s, 1H), 7.45 (m, 2H), 7.30 (m, 2H), 6.85 (m, 2H), 6.65 (m, 1H), 4.65 (m, 1H), 4.05 (bs, 1H), 3.40 (s, 2H), 2.40 (m, 2H), 2.15 (m, 2H), 1.85 (m, 2H), 1.15 (m, 1H). MS (ESI) m/z: Calculated: 488.1; Observed: 489.2 (M... Starting materials: COC(=O)C1Cc2ccccc2N1C(=O)COc1cccc2ccccc12, [Li+], C1CCOC1, [OH-]. Product: O=C(O)C1Cc2ccccc2N1C(=O)COc1cccc2ccccc12. RXN SMILES: [CH3:1][O:2][C:3](=[O:4])[CH:5]1[N:6]([C:14]([CH2:15][O:16][c:17]2[cH:18][cH:19][cH:20][c:21]3[cH:22][cH:23][cH:24][cH:25][c:26]23)=[O:27])[c:7]2[cH:8][cH:9][cH:10][cH:11][c:12]2[CH2:13]1.[Li+:29].[O:30]1[CH2:31][CH2:32][CH2:33][CH2:34]1.[OH-:28]>>[O:2]=[C:3]([OH:4])[CH:5]1[N:6]([C:14]([CH2:15][O:16][c:17]2[cH:18][cH:19][cH:20][c:21]3[cH:22][cH:23][cH:24][cH:25][c:26]23)=[O:27])[c:7]2[cH:8][cH:9][cH:10][cH:11][c:12]2[CH2:13]1. The product is CN(C)CCCN(C)c1ccc(C(=O)Nc2n[nH]c3ccc(OCc4cc(F)cc(F)c4)cc23)c(N)c1. Reaction SMILES: [Cl:48][CH2:49][Cl:50].[F:1][c:2]1[cH:3][c:4]([CH2:5][O:6][c:7]2[cH:8][c:9]3[c:10]([NH:16][C:17]([c:18]4[c:19]([N+:32]([O-:33])=[O:34])[cH:20][c:21]([N:24]([CH3:25])[CH2:26][CH2:27][CH2:28][N:29]([CH3:30])[CH3:31])[cH:22][cH:23]4)=[O:35])[n:11][nH:12][c:13]3[cH:14][cH:15]2)[cH:36][c:37]([F:39])[cH:38]1.[Na+:46].[Na+:47].[OH2:51].[S:40]([S:41]([O-:42])=[O:43])([O-:44])=[O:45]>>[F:1][c:2]1[cH:3][c:4]([CH2:5][O:6][c:7]2[cH:8][c:9]3[c:10]([NH:16][C:17]([c:18]4[c:19]([NH2:32])[cH:20][c:21]([N:24]([CH3:25])[CH2:26][CH2:27][CH2:28][N:29]([CH3:30])[CH3:31])[cH:22][cH:23]4)=[O:35])[n:11][nH:12][c:13]3[cH:14][cH:15]2)[cH:36][c:37]([F:39])[cH:38]1. Starting materials: ClCCl, CN(C)CCCN(C)c1ccc(C(=O)Nc2n[nH]c3ccc(OCc4cc(F)cc(F)c4)cc23)c([N+](=O)[O-])c1, [Na+], [Na+], O, O=S([O-])S(=O)[O-]. Product: Cc1c(Br)cc(F)cc1[N+](=O)[O-]. The reactants are Cc1ccc(F)cc1[N+](=O)[O-], O=C1CCC(=O)N1Br, O, O=C(O)C(F)(F)F, O=S(=O)(O)O. As a reaction SMILES: [F:1][c:2]1[cH:3][c:4]([N+:9](=[O:10])[O-:11])[c:5]([CH3:8])[cH:6][cH:7]1.[O:17]=[C:18]1[N:19]([Br:24])[C:20](=[O:21])[CH2:22][CH2:23]1.[OH2:25].[OH:26][C:27]([C:28]([F:29])([F:30])[F:31])=[O:32].[S:12](=[O:13])(=[O:14])([OH:15])[OH:16]>>[F:1][c:2]1[cH:3][c:4]([N+:9](=[O:10])[O-:11])[c:5]([CH3:8])[c:6]([Br:24])[cH:7]1. Reactants: CC(=O)O, CCO, COc1ccc(C=O)cc1, NNC(=S)NC1CC2C=CC1C2. Yields the product COc1ccc(C=NNC(=S)NC2CC3C=CC2C3)cc1. As a reaction SMILES: [CH3:23][C:24](=[O:25])[OH:26].[CH3:27][CH2:28][OH:29].[CH:13]([c:14]1[cH:15][cH:16][c:17]([O:20][CH3:21])[cH:18][cH:19]1)=[O:22].[CH:1]12[CH:2]([NH:8][C:9](=[S:10])[NH:11][NH2:12])[CH2:3][CH:4]([CH:5]=[CH:6]1)[CH2:7]2>>[CH:1]12[CH:2]([NH:8][C:9](=[S:10])[NH:11][N:12]=[CH:13][c:14]3[cH:15][cH:16][c:17]([O:20][CH3:21])[cH:18][cH:19]3)[CH2:3][CH:4]([CH:5]=[CH:6]1)[CH2:7]2. The reactants are C12C(C(C(CC1)C2)C(=O)[O-])C(=O)[O-].[Na+].[Na+] (disodium bicyclo[2.2.1]heptane-2,3-dicarboxylate), O.O.[Cl-].[Ca+2].[Cl-] (calcium chloride dihydrate). Solvent: O (water), O (water). Conditions: temperature 60 celsius, time 2 hour. Yields the product C12C(C(C(CC1)C2)C(=O)[O-])C(=O)[O-].[Ca+2] (Calcium bicyclo[2.2.1]heptane-2,3-dicarboxylate). RXN SMILES: [CH:1]12[CH2:7][CH:4]([CH2:5][CH2:6]1)[CH:3]([C:8]([O-:10])=[O:9])[CH:2]2[C:11]([O-:13])=[O:12].[Na+].[Na+].O.O.[Cl-].[Ca+2:19].[Cl-]>O>[CH:1]12[CH2:7][CH:4]([CH2:5][CH2:6]1)[CH:3]([C:8]([O-:10])=[O:9])[CH:2]2[C:11]([O-:13])=[O:12].[Ca+2:19] |f:0.1.2,3.4.5.6.7,9.10|. Procedure details: To a solution of disodium bicyclo[2.2.1]heptane-2,3-dicarboxylate (22.6 g, 0.1 mol) in water (150 g) was added a solution of calcium chloride dihydrate (14.7 g, 0.1 mol) in water (100 g). The mixture stirred at 60° C. for 2 hours. The resulting white precipitate was filtered. The white powdery product was dried and milled (m.p. >300° C.). The reactants are 1(a), CN1C(CC(CC1(C)C)=O)(C)C (1,2,2,6,6-pentamethyl-4-piperidone), N (ammonia). The product is NC1CC(N(C(C1)(C)C)C)(C)C (4-Amino-1,2,2,6,6-pentamethylpiperidine). RXN SMILES: [CH3:1][N:2]1[C:7]([CH3:9])([CH3:8])[CH2:6][C:5](=O)[CH2:4][C:3]1([CH3:12])[CH3:11].[NH3:13]>>[NH2:13][CH:5]1[CH2:6][C:7]([CH3:9])([CH3:8])[N:2]([CH3:1])[C:3]([CH3:12])([CH3:11])[CH2:4]1. Procedure: The procedure described in Preparation 1(a) was repeated, but using as starting materials 1,2,2,6,6-pentamethyl-4-piperidone and ammonia, to give the title compound, boiling at 76°-79.5° C./5 mmHg (667 Pascals).